Dataset: the Open Reaction Database (ORD), a public repository of structured organic reaction records. Task: describe an organic reaction: reactants, conditions, products, and yield Reactants: [BH4-], CO, CC(C)C(=O)c1c(C(C)C)nn2ccccc12, [Na+]. Product: CC(C)c1nn2ccccc2c1C(O)C(C)C. As a reaction SMILES: [BH4-:18].[CH3:20][OH:21].[CH:1]([CH3:2])([CH3:3])[c:4]1[n:5][n:6]2[c:7]([cH:8][cH:9][cH:10][cH:11]2)[c:12]1[C:13]([CH:14]([CH3:15])[CH3:16])=[O:17].[Na+:19]>>[CH:1]([CH3:2])([CH3:3])[c:4]1[n:5][n:6]2[c:7]([cH:8][cH:9][cH:10][cH:11]2)[c:12]1[CH:13]([CH:14]([CH3:15])[CH3:16])[OH:17]. The reactants are BrC1=CC2=C(N=C(S2)C=2C=NC(=CC2)OC)C=C1 (6-bromo-2-(6-methoxypyridin-3-yl)-1,3-benzothiazole), BrC=1SC2=C(N1)C=CC(=C2)OC (2-bromo-6-methoxy-benzothiazole), FC1=NC=C(C=C1)B(O)O (2-fluoropyridine-5-boronic acid). Yields the product COC1=CC=C(C=N1)C=1SC2=C(N1)C=CC(=C2)N (2-(6-Methoxypyridin-3-yl)-1,3-benzothiazol-6-amine). As a reaction SMILES: Br[C:2]1[CH:18]=[CH:17][C:5]2[N:6]=[C:7]([C:9]3[CH:10]=[N:11][C:12]([O:15][CH3:16])=[CH:13][CH:14]=3)[S:8][C:4]=2[CH:3]=1.BrC1SC2C=C(OC)C=CC=2[N:24]=1.FC1C=CC(B(O)O)=CN=1>>[CH3:16][O:15][C:12]1[N:11]=[CH:10][C:9]([C:7]2[S:8][C:4]3[CH:3]=[C:2]([NH2:24])[CH:18]=[CH:17][C:5]=3[N:6]=2)=[CH:14][CH:13]=1. Procedure: The title compound was prepared according the method described for the preparation of 6-bromo-2-(6-methoxypyridin-3-yl)-1,3-benzothiazole, by reacting 2-bromo-6-methoxy-benzothiazole (1.09 g, 4.46 mmol) with 2-fluoropyridine-5-boronic acid (0.692 g, 4.9 mmol). The crude product was purified by flash column chromatography (0 to 2% methanol in DCM), to give the title compound (0.57 g). 1H NMR δ 8.88 (d, 1H) 8.58 (td, 1H) 7.98 (d, 1H) 7.76 (d, 1H) 7.38 (dd, 1H) 7.16 (dd, 1H) 3.86 (s, 3H); MS m/z (M... The reactants are CS(=O)(=O)N1CC(CCC1)NC(=O)C1=CN(C2=NC=C(N=C21)C2CC2)COCC[Si](C)(C)C (2-cyclopropyl-5-(2-trimethylsilanyl-ethoxymethyl)-5H-pyrrolo[2,3-b]pyrazine-7-carboxylic acid (1-methanesulfonyl-piperidin-3-yl)-amide), FC(C(=O)O)(F)F (Trifluoroacetic acid). Run in C(Cl)Cl (CH2Cl2). Conditions: time 2 hour. The product is CS(=O)(=O)N1CC(CCC1)NC(=O)C1=CNC2=NC=C(N=C21)C2CC2 (2-cyclopropyl-5H-pyrrolo[2,3-b]pyrazine-7-carboxylic acid (1-methanesulfonyl-piperidin-3-yl)-amide). The yield is 81.0%. Reaction SMILES: [CH3:1][S:2]([N:5]1[CH2:10][CH2:9][CH2:8][CH:7]([NH:11][C:12]([C:14]2[C:22]3[C:17](=[N:18][CH:19]=[C:20]([CH:23]4[CH2:25][CH2:24]4)[N:21]=3)[N:16](COCC[Si](C)(C)C)[CH:15]=2)=[O:13])[CH2:6]1)(=[O:4])=[O:3].FC(F)(F)C(O)=O>C(Cl)Cl>[CH3:1][S:2]([N:5]1[CH2:10][CH2:9][CH2:8][CH:7]([NH:11][C:12]([C:14]2[C:22]3[C:17](=[N:18][CH:19]=[C:20]([CH:23]4[CH2:25][CH2:24]4)[N:21]=3)[NH:16][CH:15]=2)=[O:13])[CH2:6]1)(=[O:4])=[O:3]. Procedure: In a 10 mL round-bottomed flask, 2-cyclopropyl-5-(2-trimethylsilanyl-ethoxymethyl)-5H-pyrrolo[2,3-b]pyrazine-7-carboxylic acid (1-methanesulfonyl-piperidin-3-yl)-amide (173 mg, 0.35 mmol) was dissolved in CH2Cl2 (1.4 mL). Trifluoroacetic acid (1.1 mL) was added and the light yellow reaction mixture was stirred at room temperature for 2 h then concentrated. The residue was taken up in toluene (3 mL), concentrated and then dried under high vacuum. The residue was dissolved in CH2Cl2 (1.4 mL) and e... The reactants are C(C)OC(CNC(CC1=NC2=C(N1C(=O)OC(C)(C)C)C=C(C=C2C)N2CCOCC2)=O)=O ([2-(1-tert-butyloxycarbonyl-4-methyl-6-morpholin-4-yl-1H-benzoimidazol-2-yl)-acetylamino]-acetic acid ethyl ester), [Cl-].[NH4+] (ammonium chloride), [H-].[Na+] (sodium hydride), C(C)(=O)OCC (ethyl acetate). Solvent: O1CCCC1 (tetrahydrofuran), C1(=CC=CC=C1)C (toluene). Run at temperature 0 celsius, time 2.5 hour. Product: OC1=C(C(NC1)=O)C1=NC2=C(N1C(=O)OC(C)(C)C)C=C(C=C2C)N2CCOCC2 (4-Hydroxy-3-(1-tert-butyloxycarbonyl-4-methyl-6-morpholin-4-yl-1H-benzoimidazol-2-yl)-1,5-dihydro-pyrrol-2-one). The yield is 59.3%. Reaction SMILES: [H-].[Na+].C([O:5][C:6](=O)[CH2:7][NH:8][C:9](=[O:34])[CH2:10][C:11]1[N:15]([C:16]([O:18][C:19]([CH3:22])([CH3:21])[CH3:20])=[O:17])[C:14]2[CH:23]=[C:24]([N:28]3[CH2:33][CH2:32][O:31][CH2:30][CH2:29]3)[CH:25]=[C:26]([CH3:27])[C:13]=2[N:12]=1)C.C(OCC)(=O)C.[Cl-].[NH4+]>C1(C)C=CC=CC=1.O1CCCC1>[OH:5][C:6]1[CH2:7][NH:8][C:9](=[O:34])[C:10]=1[C:11]1[N:15]([C:16]([O:18][C:19]([CH3:21])([CH3:20])[CH3:22])=[O:17])[C:14]2[CH:23]=[C:24]([N:28]3[CH2:29][CH2:30][O:31][CH2:32][CH2:33]3)[CH:25]=[C:26]([CH3:27])[C:13]=2[N:12]=1 |f:0.1,4.5|. Procedure: To a stirred suspension of sodium hydride (60% in oil, 0.014 g, 0.352 mmol)in toluene (5 mL) was added [2-(1-tert-butyloxycarbonyl-4-methyl-6-morpholin-4-yl-1H-benzoimidazol-2-yl)-acetylamino]-acetic acid ethyl ester (0.135 g, 0.293 mmol) in tetrahydrofuran (5 mL) over 5 minutes. The mixture was stirred at 90–100° C. for 2.5 hours, then cooled down to ˜0° C. and ethyl acetate followed by aqueous ammonium chloride (˜3 mL) were added. The aqueous phase was extracted with ethyl acetate (3×). The co...